This data is from the Open Reaction Database (ORD), a public repository of structured organic reaction records. The task is: describe an organic reaction: reactants, conditions, products, and yield The reactants are resultant mixture, C1(CC1)C1=NNC(=C1)NC=1C2=C(N=C(N1)N1C(CCC1)C(=O)OC)CCC2 (methyl 1-(4-(3-cyclopropyl-1H-pyrazol-5-ylamino)-6,7-dihydro-5H-cyclopenta[d]pyrimidin-2-yl)pyrrolidine-2-carboxylate), N1=C(C=NC=C1)N (pyrazin-2-amine), solution, C(C)(C)[Mg]Cl (isopropylmagnesium chloride). The solvent is C1CCOC1 (THF), C1CCOC1 (THF), C1CCOC1 (THF). Run at time 1.5 hour. Product: C1(CC1)C1=NNC(=C1)NC=1C2=C(N=C(N1)N1C(CCC1)C(=O)NC1=NC=CN=C1)CCC2 (1-(4-(3-cyclopropyl-1H-pyrazol-5-ylamino)-6,7-dihydro-5H-cyclopenta[d]pyrimidin-2-yl)-N-(pyrazin-2-yl)pyrrolidine-2-carboxamide). Isolated yield 37.3%. As a reaction SMILES: [N:1]1[CH:6]=[CH:5][N:4]=[CH:3][C:2]=1[NH2:7].C([Mg]Cl)(C)C.[CH:13]1([C:16]2[CH:20]=[C:19]([NH:21][C:22]3[C:23]4[CH2:39][CH2:38][CH2:37][C:24]=4[N:25]=[C:26]([N:28]4[CH2:32][CH2:31][CH2:30][CH:29]4[C:33](OC)=[O:34])[N:27]=3)[NH:18][N:17]=2)[CH2:15][CH2:14]1>C1COCC1>[CH:13]1([C:16]2[CH:20]=[C:19]([NH:21][C:22]3[C:23]4[CH2:39][CH2:38][CH2:37][C:24]=4[N:25]=[C:26]([N:28]4[CH2:32][CH2:31][CH2:30][CH:29]4[C:33]([NH:7][C:2]4[CH:3]=[N:4][CH:5]=[CH:6][N:1]=4)=[O:34])[N:27]=3)[NH:18][N:17]=2)[CH2:15][CH2:14]1. Procedure details: To a solution of pyrazin-2-amine (284 mg, 2.99 mmol) in dry THF (12 mL) was added 2M solution of isopropylmagnesium chloride (1.5 mL, 2.99 mmol) in THF dropwise under nitrogen at 0° C. The resultant mixture was stirred at 0° C. for 20 min. To this solution was added a solution of methyl 1-(4-(3-cyclopropyl-1H-pyrazol-5-ylamino)-6,7-dihydro-5H-cyclopenta[d]pyrimidin-2-yl)pyrrolidine-2-carboxylate (200 mg, 0.746 mmol) in THF (2 mL) dropwise at 0° C. and the reaction mixture was allowed to stir at ... Reactants: O.[OH-].[Li+] (lithium hydroxide hydrate), C(C)OC(=O)[C@]1([C@@H]2[C@]([C@@H]2C[C@H]1SCC1=CC(=C(C=C1)Cl)Cl)(C(=O)OCC)F)N ((1R,2S,3R,5R,6R)-2-amino-3-(3,4-dichlorobenzylsulfanyl)-6-fluorobicyclo[3.1.0]hexane-2,6-dicarboxylic acid diethyl ester), Cl (hydrochloric acid). Solvent: O1CCCC1 (tetrahydrofuran), O (water), O (water). Run at time 1 hour. Yields the product N[C@@]1([C@@H]2[C@]([C@@H]2C[C@H]1SCC1=CC(=C(C=C1)Cl)Cl)(C(=O)O)F)C(=O)O ((1R,2S,3R,5R,6R)-2-amino-3-(3,4-dichlorobenzylsulfanyl)-6-fluorobicyclo[3.1.0]hexane-2,6-dicarboxylic acid). Isolated yield 72.4%. As a reaction SMILES: O.[OH-].[Li+].C([O:6][C:7]([C@:9]1([NH2:31])[C@H:14]([S:15][CH2:16][C:17]2[CH:22]=[CH:21][C:20]([Cl:23])=[C:19]([Cl:24])[CH:18]=2)[CH2:13][C@@H:12]2[C@H:10]1[C@@:11]2([F:30])[C:25]([O:27]CC)=[O:26])=[O:8])C.Cl>O1CCCC1.O>[NH2:31][C@@:9]1([C:7]([OH:8])=[O:6])[C@H:14]([S:15][CH2:16][C:17]2[CH:22]=[CH:21][C:20]([Cl:23])=[C:19]([Cl:24])[CH:18]=2)[CH2:13][C@@H:12]2[C@H:10]1[C@@:11]2([F:30])[C:25]([OH:27])=[O:26] |f:0.1.2|. Procedure details: 12 mg of lithium hydroxide hydrate was added to 41 mg of (1R,2S,3R,5R,6R)-2-amino-3-(3,4-dichlorobenzylsulfanyl)-6-fluorobicyclo[3.1.0]hexane-2,6-dicarboxylic acid diethyl ester dissolved in 0.8 mL of tetrahydrofuran and 0.4 mL of water, and the mixture was stirred for 5.5 days at room temperature. The mixture was adjusted to pH=3 with 1N hydrochloric acid in an ice bath. 30 mL of water was added thereto, and after the mixture was stirred for 1 hour at room temperature and then purified by ion e... The reactants are C=CCOc1c(CC=C)cc(C(=O)O)cc1OC, CCOC(C)=O, ClCCl. Yields the product COc1cc(C(=O)O)cc2c1OCC=CC2. RXN SMILES: [CH2:1]([CH:2]=[CH2:3])[c:4]1[cH:5][c:6]([C:7](=[O:8])[OH:9])[cH:10][c:11]([O:17][CH3:18])[c:12]1[O:13][CH2:14][CH:15]=[CH2:16].[CH3:22][CH2:23][O:24][C:25]([CH3:26])=[O:27].[Cl:19][CH2:20][Cl:21]>>[CH2:1]1[c:4]2[cH:5][c:6]([C:7](=[O:8])[OH:9])[cH:10][c:11]([O:17][CH3:18])[c:12]2[O:13][CH2:14][CH:15]=[CH:16]1. Starting materials: CC1=CC=C(C=C1)S(=O)(=O)NCC1=NC=CC=C1 (4-Methyl-N-(2-pyridinylmethyl)benzenesulfonamide), BrCC1=CC(=CC=C1)OCCCCCCCCCCCCCC (1-(Bromomethyl)-3-(tetradecyloxy)benzene), [H-].[Na+] (sodium hydride). Yields the product CC1=CC=C(C=C1)S(=O)(=O)N(CC1=CC(=CC=C1)OCCCCCCCCCCCCCC)CC1=NC=CC=C1 (4-Methyl-N-(2-pyridinylmethyl)-N-[[3-(tetradecyloxy)phenyl]methyl]benzenesulfonamide). The yield is 45.7%. Procedure details: The title compound is prepared by the procedure of Example 27, using 1.23 g of product from Example 79, 1.71 g of product from Example 25, 0.321 g of washed 50% sodium hydride and 70 ml of tetrahydrofuran. The reaction is stirred at room temperature for 68 hours. The residue is purified by column chromatography (silica gel: 25% ethyl acetate/hexane) to give 1.15 g of the desired product as a colorless oil, which crystallized on standing. Run in O1CCCC1 (tetrahydrofuran). RXN SMILES: [CH3:1][C:2]1[CH:7]=[CH:6][C:5]([S:8]([NH:11][CH2:12][C:13]2[CH:18]=[CH:17][CH:16]=[CH:15][N:14]=2)(=[O:10])=[O:9])=[CH:4][CH:3]=1.Br[CH2:20][C:21]1[CH:26]=[CH:25][CH:24]=[C:23]([O:27][CH2:28][CH2:29][CH2:30][CH2:31][CH2:32][CH2:33][CH2:34][CH2:35][CH2:36][CH2:37][CH2:38][CH2:39][CH2:40][CH3:41])[CH:22]=1.[H-].[Na+]>O1CCCC1>[CH3:1][C:2]1[CH:3]=[CH:4][C:5]([S:8]([N:11]([CH2:12][C:13]2[CH:18]=[CH:17][CH:16]=[CH:15][N:14]=2)[CH2:20][C:21]2[CH:26]=[CH:25][CH:24]=[C:23]([O:27][CH2:28][CH2:29][CH2:30][CH2:31][CH2:32][CH2:33][CH2:34][CH2:35][CH2:36][CH2:37][CH2:38][CH2:39][CH2:40][CH3:41])[CH:22]=2)(=[O:9])=[O:10])=[CH:6][CH:7]=1 |f:2.3|. Conditions: time 68 hour. The reactants are FC=1C(=NC=CC1)S(=O)(=O)N (3-fluoropyridin-2-ylsulfonamide), C([O-])([O-])=O.[K+].[K+] (potassium carbonate), C1COCCOCCOCCOCCOCCO1 (18-crown-6), C(C=C)S (allylmercaptan). The solvent is C(C)#N (acetonitrile), C(C)#N (acetonitrile). The product is C(C=C)SC=1C(=NC=CC1)S(=O)(=O)N (3-allylthiopyridin-2-ylsulfonamide). RXN SMILES: C(=O)([O-])[O-].[K+].[K+].C1OCCOCCOCCOCCOCCOC1.[CH2:25]([SH:28])[CH:26]=[CH2:27].F[C:30]1[C:31]([S:36]([NH2:39])(=[O:38])=[O:37])=[N:32][CH:33]=[CH:34][CH:35]=1>C(#N)C>[CH2:25]([S:28][C:30]1[C:31]([S:36]([NH2:39])(=[O:38])=[O:37])=[N:32][CH:33]=[CH:34][CH:35]=1)[CH:26]=[CH2:27] |f:0.1.2|. Reported procedure: 33.2 g (0.24 mol) of potassium carbonate as well as 1.32 g (0.005 mol) of 18-crown-6 and 15.8 g (0.17 mol) of 80% allylmercaptan in 50 ml of acetonitrile are added to a solution, cooled to +5° C., of 17.62 g (0.1 mol) of 3-fluoropyridin-2-ylsulfonamide in 400 ml of acetonitrile. The reactants are CC#N, NCc1ccc(C2CC2)cn1, CCN(C(C)C)C(C)C, Cc1ccc(N2CCc3ncnc(Cl)c3C2)c(C#N)c1. Yields the product Cc1ccc(N2CCc3ncnc(NCc4ccc(C5CC5)cn4)c3C2)c(C#N)c1. Reaction SMILES: [CH3:41][C:42]#[N:43].[CH:21]1([c:24]2[cH:25][cH:26][c:27]([CH2:30][NH2:31])[n:28][cH:29]2)[CH2:22][CH2:23]1.[CH:32]([N:33]([CH2:34][CH3:35])[CH:36]([CH3:37])[CH3:38])([CH3:39])[CH3:40].[Cl:1][c:2]1[c:3]2[c:4]([n:5][cH:6][n:7]1)[CH2:8][CH2:9][N:10]([c:12]1[c:13]([C:14]#[N:15])[cH:16][c:17]([CH3:20])[cH:18][cH:19]1)[CH2:11]2>>[c:2]1([NH:31][CH2:30][c:27]2[cH:26][cH:25][c:24]([CH:21]3[CH2:22][CH2:23]3)[cH:29][n:28]2)[c:3]2[c:4]([n:5][cH:6][n:7]1)[CH2:8][CH2:9][N:10]([c:12]1[c:13]([C:14]#[N:15])[cH:16][c:17]([CH3:20])[cH:18][cH:19]1)[CH2:11]2. Reactants: CN(C)C=O, Fc1ccnc(Cl)c1, [H-], [Na+], [Na+], O=C([O-])O, O=c1ccc(-c2ccccc2)nn1CCO. The product is O=c1ccc(-c2ccccc2)nn1CCOc1ccnc(Cl)c1. As a reaction SMILES: [CH3:32][N:33]([CH3:34])[CH:35]=[O:36].[Cl:19][c:20]1[n:21][cH:22][cH:23][c:24]([F:26])[cH:25]1.[H-:17].[Na+:18].[Na+:31].[O-:27][C:28]([OH:29])=[O:30].[OH:1][CH2:2][CH2:3][n:4]1[n:5][c:6](-[c:11]2[cH:12][cH:13][cH:14][cH:15][cH:16]2)[cH:7][cH:8][c:9]1=[O:10]>>[O:1]([CH2:2][CH2:3][n:4]1[n:5][c:6](-[c:11]2[cH:12][cH:13][cH:14][cH:15][cH:16]2)[cH:7][cH:8][c:9]1=[O:10])[c:24]1[cH:23][cH:22][n:21][c:20]([Cl:19])[cH:25]1. Reactants: O1C(CCCC1)OC1CNCCNC1 (6-(tetrahydro-2H-pyran-2-yloxy)-1,4-diazepane), C[Si](CCOCN1N=C(C=C1)NC1=CN=CC(=N1)CO)(C)C ((6-((1-((2-(trimethylsilyl)ethoxy)methyl)-1H-pyrazol-3-yl)amino)pyrazin-2-yl)methanol), C(C)(C)N(C(C)C)CC (N,N-diisopropylethylamine), CS(=O)(=O)Cl (methanesulfonyl chloride). Solvent: C(Cl)(Cl)Cl (chloroform), C(Cl)(Cl)Cl (chloroform). Reaction conditions: time 1 hour. Product: O1C(CCCC1)OC1CNCCN(C1)CC1=CN=CC(=N1)NC1=NN(C=C1)COCC[Si](C)(C)C (6-((6-(tetrahydro-2H-pyran-2-yloxy)-1,4-diazepan-1-yl)methyl)-N-(1-((2-(trimethylsilyl)ethoxy)methyl)-1H-pyrazol-3-yl)pyrazin-2-amine). RXN SMILES: [CH3:1][Si:2]([CH3:22])([CH3:21])[CH2:3][CH2:4][O:5][CH2:6][N:7]1[CH:11]=[CH:10][C:9]([NH:12][C:13]2[N:18]=[C:17]([CH2:19]O)[CH:16]=[N:15][CH:14]=2)=[N:8]1.C(N(CC)C(C)C)(C)C.CS(Cl)(=O)=O.[O:37]1[CH2:42][CH2:41][CH2:40][CH2:39][CH:38]1[O:43][CH:44]1[CH2:50][NH:49][CH2:48][CH2:47][NH:46][CH2:45]1>C(Cl)(Cl)Cl>[O:37]1[CH2:42][CH2:41][CH2:40][CH2:39][CH:38]1[O:43][CH:44]1[CH2:50][N:49]([CH2:19][C:17]2[N:18]=[C:13]([NH:12][C:9]3[CH:10]=[CH:11][N:7]([CH2:6][O:5][CH2:4][CH2:3][Si:2]([CH3:22])([CH3:21])[CH3:1])[N:8]=3)[CH:14]=[N:15][CH:16]=2)[CH2:48][CH2:47][NH:46][CH2:45]1. Reported procedure: To a mixture of 44.9 mg of (6-((1-((2-(trimethylsilyl)ethoxy)methyl)-1H-pyrazol-3-yl)amino)pyrazin-2-yl)methanol, 73 μl of N,N-diisopropylethylamine and 4 ml of chloroform was added 16 μl of methanesulfonyl chloride at room temperature followed by stirring for 1 hour. The reaction mixture was dropped into a solution of 6-(tetrahydro-2H-pyran-2-yloxy)-1,4-diazepane obtained in Reference Example 5 in 2 ml of chloroform, and the reaction mixture was stirred at room temperature for 15 hours. The res...